Dataset: the Open Reaction Database (ORD), a public repository of structured organic reaction records. Task: describe an organic reaction: reactants, conditions, products, and yield Reactants: CC(=O)c1cc(C=O)n(C)c1, CC(=O)c1cc(-c2c3c(=O)n(C)c(=O)n(CC(C)C)c3nn2Cc2c[nH]c3ccc(Cl)cc23)n(C)c1, O=Cc1c[nH]c2ccc(Cl)cc12, Cl, NO, CC(C)Cn1c(NN)cc(=O)n(C)c1=O. Product: CC(=NO)c1cc(-c2c3c(=O)n(C)c(=O)n(CC(C)C)c3nn2Cc2c[nH]c3ccc(Cl)cc23)n(C)c1. Reaction SMILES: [C:28]([c:29]1[cH:30][c:31]([CH:32]=[O:33])[n:34]([CH3:35])[cH:36]1)(=[O:37])[CH3:38].[C:39]([CH3:40])(=[O:41])[c:42]1[cH:43][c:44](-[c:48]2[n:49]([CH2:64][c:65]3[cH:66][nH:67][c:68]4[cH:69][cH:70][c:71]([Cl:74])[cH:72][c:73]34)[n:50][c:51]3[n:52]([CH2:60][CH:61]([CH3:62])[CH3:63])[c:53](=[O:59])[n:54]([CH3:58])[c:55](=[O:57])[c:56]23)[n:45]([CH3:47])[cH:46]1.[Cl:16][c:17]1[cH:18][c:19]2[c:20]([cH:21][cH:22]1)[nH:23][cH:24][c:25]2[CH:26]=[O:27].[ClH:75].[NH2:76][OH:77].[NH:1]([c:2]1[n:3]([CH2:4][CH:5]([CH3:6])[CH3:7])[c:8](=[O:9])[n:10]([CH3:11])[c:12](=[O:13])[cH:14]1)[NH2:15]>>[C:39]([CH3:40])([c:42]1[cH:43][c:44](-[c:48]2[n:49]([CH2:64][c:65]3[cH:66][nH:67][c:68]4[cH:69][cH:70][c:71]([Cl:74])[cH:72][c:73]34)[n:50][c:51]3[n:52]([CH2:60][CH:61]([CH3:62])[CH3:63])[c:53](=[O:59])[n:54]([CH3:58])[c:55](=[O:57])[c:56]23)[n:45]([CH3:47])[cH:46]1)=[N:76][OH:77]. The reactants are [N+](=O)([O-])C=1C=C(C=CC1)O (m-nitrophenol), C(C)OC(C(CCCCCCCCCCCC)Br)=O (Alphabromo-myristic acid ethyl ester), C([O-])([O-])=O.[K+].[K+] (potassium carbonate), CN(C=O)C (dimethylformamide). Run in C(C)(=O)O (acetic acid), O (water). Conditions: temperature 80 celsius. The product is C(C)OC(C(CCCCCCCCCCCC)OC1=CC(=CC=C1)[N+](=O)[O-])=O (2-(m-nitrophenoxy)-myristic acid ethyl ester). Reaction SMILES: [N+:1]([C:4]1[CH:5]=[C:6]([OH:10])[CH:7]=[CH:8][CH:9]=1)([O-:3])=[O:2].[CH2:11]([O:13][C:14](=[O:29])[CH:15](Br)[CH2:16][CH2:17][CH2:18][CH2:19][CH2:20][CH2:21][CH2:22][CH2:23][CH2:24][CH2:25][CH2:26][CH3:27])[CH3:12].C(=O)([O-])[O-].[K+].[K+].CN(C)C=O>C(O)(=O)C.O>[CH2:11]([O:13][C:14](=[O:29])[CH:15]([O:10][C:6]1[CH:7]=[CH:8][CH:9]=[C:4]([N+:1]([O-:3])=[O:2])[CH:5]=1)[CH2:16][CH2:17][CH2:18][CH2:19][CH2:20][CH2:21][CH2:22][CH2:23][CH2:24][CH2:25][CH2:26][CH3:27])[CH3:12] |f:2.3.4|. Procedure details: A mixture of 250 g (1.79 mol) of m-nitrophenol, 602 g (1.79 mol) of Alphabromo-myristic acid ethyl ester, 248 g (1.79 mol) of potassium carbonate, and 1350 ml of dimethylformamide is heated to 80° C. for 3 h with stirring. The mixture is then poured out slowly into a mixture of 2300 ml of water and 250 ml of acetic acid. The product is extracted with dichloromethane. The solvent is removed by evaporation. Starting materials: [N+](=O)([O-])C=1SC=CC1 (2-nitrothiophene), ClCC(=O)OCC (ethyl chloroacetate), CC(C)([O-])C.[K+] (Potassium tertiary-butoxide). Run in O1CCCC1 (tetrahydrofuran), O1CCCC1 (tetrahydrofuran). Conditions: temperature -50 celsius, time 1 hour. The product is [N+](=O)([O-])C=1SC=CC1CC(=O)OCC (ethyl 2-nitrothiophene-3-acetate). Isolated yield 62.5%. Reaction SMILES: CC(C)([O-])C.[K+].[N+:7]([C:10]1[S:11][CH:12]=[CH:13][CH:14]=1)([O-:9])=[O:8].Cl[CH2:16][C:17]([O:19][CH2:20][CH3:21])=[O:18]>O1CCCC1>[N+:7]([C:10]1[S:11][CH:12]=[CH:13][C:14]=1[CH2:16][C:17]([O:19][CH2:20][CH3:21])=[O:18])([O-:9])=[O:8] |f:0.1|. Reported procedure: Potassium tertiary-butoxide (652 mg, 5.81 mmol) was dissolved in tetrahydrofuran (150 ml) and the solution cooled to −50° C. A solution of 2-nitrothiophene (250 mg, 1.94 mmol) (Avocado) and ethyl chloroacetate (0.22 ml, 1.94 mmol) (Aldrich) was added dropwise in dry tetrahydrofuran (4 ml) over 5 minutes. The reaction mixture was stirred at −50° C. for 1 hour then quenched with acetic acid (0.5 ml), then washed with water (20 ml). The aqueous phase was extracted with ethyl acetate and the combine... Starting materials: CCCCC1CCNCC1, CC#N, Cc1ccc2c(c1)CCC(=O)N2CCCCl, [K+], [K+], O=C([O-])[O-]. Product: CCCCC1CCN(CCCN2C(=O)CCc3cc(C)ccc32)CC1. As a reaction SMILES: [CH2:17]([CH2:18][CH2:19][CH3:20])[CH:21]1[CH2:22][CH2:23][NH:24][CH2:25][CH2:26]1.[CH3:33][C:34]#[N:35].[Cl:1][CH2:2][CH2:3][CH2:4][N:5]1[C:6](=[O:16])[CH2:7][CH2:8][c:9]2[cH:10][c:11]([CH3:15])[cH:12][cH:13][c:14]21.[K+:27].[K+:28].[O-:29][C:30]([O-:31])=[O:32]>>[CH2:2]([CH2:3][CH2:4][N:5]1[C:6](=[O:16])[CH2:7][CH2:8][c:9]2[cH:10][c:11]([CH3:15])[cH:12][cH:13][c:14]21)[N:24]1[CH2:23][CH2:22][CH:21]([CH2:17][CH2:18][CH2:19][CH3:20])[CH2:26][CH2:25]1. The product is CCOC(=O)C(C)(Cc1ccc(O)cc1)Oc1ccccc1. Reactants: CCOC(=O)C(C)(Cc1ccc(OCc2ccccc2)cc1)Oc1ccccc1, CCOC(C)=O, [H][H]. Reaction SMILES: [CH2:1]([CH3:2])[O:3][C:4]([C:5]([CH2:6][c:7]1[cH:8][cH:9][c:10]([O:13][CH2:14][c:15]2[cH:16][cH:17][cH:18][cH:19][cH:20]2)[cH:11][cH:12]1)([CH3:21])[O:22][c:23]1[cH:24][cH:25][cH:26][cH:27][cH:28]1)=[O:29].[CH3:32][CH2:33][O:34][C:35](=[O:36])[CH3:37].[H:30][H:31]>>[CH2:1]([CH3:2])[O:3][C:4]([C:5]([CH2:6][c:7]1[cH:8][cH:9][c:10]([OH:13])[cH:11][cH:12]1)([CH3:21])[O:22][c:23]1[cH:24][cH:25][cH:26][cH:27][cH:28]1)=[O:29]. As a reaction SMILES: [OH:1][CH:2]1[C:6]2[CH:7]=[CH:8][CH:9]=[C:10]([CH:11]=[O:12])[C:5]=2[C:4](=[O:13])[O:3]1.[C:14](=O)([O-])[O-].[K+].[K+].IC>CN(C)C=O>[CH:2]([C:6]1[CH:7]=[CH:8][CH:9]=[C:10]([CH:11]=[O:12])[C:5]=1[C:4]([O:3][CH3:14])=[O:13])=[O:1] |f:1.2.3|. Product: C(=O)C1=C(C(=O)OC)C(=CC=C1)C=O (Methyl 2,6-diformylbenzoate). Isolated yield 83.0%. Procedure details: To a solution of 1-hydroxy-3-oxo-1,3-dihydro-2-benzofuran-4-carbaldehyde (720 mg) in anhydrous dimethylformamide (4 ml) was added potassium carbonate (613 mg). It was stirred for 30 minutes to give a thick white suspension. Iodomethane (0.4 ml) was added and stirred for 3 days. More methyl iodide (0.4 ml) was added and stirring continued for 24 hours. Most of the dimethylformamide was evaporated in vacuo. The pale yellow residue was partitioned between ethyl acetate (25 ml) and water (25 ml) and... Reaction conditions: time 30 minute. Reactants: OC1OC(C2=C1C=CC=C2C=O)=O (1-hydroxy-3-oxo-1,3-dihydro-2-benzofuran-4-carbaldehyde), C([O-])([O-])=O.[K+].[K+] (potassium carbonate), CI (methyl iodide), IC (Iodomethane). Solvent: CN(C=O)C (dimethylformamide). The reactants are Cc1nc2cc(CNC(=O)OC(C)(C)C)ccc2c(=O)n1C1CCC(=O)NC1=O, ClCCl, CO, Cl. Product: Cl, Cc1nc2cc(CN)ccc2c(=O)n1C1CCC(=O)NC1=O. Reaction SMILES: [C:1]([O:2][C:3](=[O:4])[NH:7][CH2:8][c:9]1[cH:10][cH:11][c:12]2[c:13](=[O:28])[n:14]([CH:20]3[C:21](=[O:27])[NH:22][C:23](=[O:26])[CH2:24][CH2:25]3)[c:15]([CH3:19])[n:16][c:17]2[cH:18]1)([CH3:5])([CH3:6])[CH3:29].[CH2:33]([Cl:34])[Cl:35].[CH3:31][OH:32].[ClH:30]>>[ClH:30].[NH2:7][CH2:8][c:9]1[cH:10][cH:11][c:12]2[c:13](=[O:28])[n:14]([CH:20]3[C:21](=[O:27])[NH:22][C:23](=[O:26])[CH2:24][CH2:25]3)[c:15]([CH3:19])[n:16][c:17]2[cH:18]1. Reactants: [Br-], CON(C)C(=O)C(CC1CCOC1)c1ccc(S(C)(=O)=O)cc1, C=C[Mg+], Cl, C1CCOC1. The product is C=CC(=O)C(CC1CCOC1)c1ccc(S(C)(=O)=O)cc1. RXN SMILES: [Br-:24].[CH3:1][O:2][N:3]([C:4]([CH:5]([CH2:6][CH:7]1[CH2:8][O:9][CH2:10][CH2:11]1)[c:12]1[cH:13][cH:14][c:15]([S:18](=[O:19])(=[O:20])[CH3:21])[cH:16][cH:17]1)=[O:22])[CH3:23].[CH:25](=[CH2:26])[Mg+:27].[ClH:28].[O:29]1[CH2:30][CH2:31][CH2:32][CH2:33]1>>[C:4]([CH:5]([CH2:6][CH:7]1[CH2:8][O:9][CH2:10][CH2:11]1)[c:12]1[cH:13][cH:14][c:15]([S:18](=[O:19])(=[O:20])[CH3:21])[cH:16][cH:17]1)(=[O:22])[CH:25]=[CH2:26]. Starting materials: COc1c(C)cc(Br)cc1CO, O=C1CCC(=O)N1Br, CCOC(C)=O, C1CCOC1, c1ccc(P(c2ccccc2)c2ccccc2)cc1. Product: COc1c(C)cc(Br)cc1CBr. Reaction SMILES: [Br:1][c:2]1[cH:3][c:4]([CH3:12])[c:5]([O:10][CH3:11])[c:6]([CH2:8][OH:9])[cH:7]1.[Br:32][N:33]1[C:34](=[O:35])[CH2:36][CH2:37][C:38]1=[O:39].[CH3:45][CH2:46][O:47][C:48](=[O:49])[CH3:50].[O:40]1[CH2:41][CH2:42][CH2:43][CH2:44]1.[c:13]1([P:14]([c:15]2[cH:16][cH:17][cH:18][cH:19][cH:20]2)[c:21]2[cH:22][cH:23][cH:24][cH:25][cH:26]2)[cH:27][cH:28][cH:29][cH:30][cH:31]1>>[Br:1][c:2]1[cH:3][c:4]([CH3:12])[c:5]([O:10][CH3:11])[c:6]([CH2:8][Br:32])[cH:7]1. Reactants: C(CCC)[Sn](CCCC)=O (dibutyltin oxide), C(C1=CC=CC=C1)(=O)OC(C1=CC=CC=C1)=O (benzoic anhydride), anhydride. The product is C(C1=CC=CC=C1)(=O)[O-].C(CCC)[Sn+2]CCCC.C(C1=CC=CC=C1)(=O)[O-] (dibutyltin Benzoate). As a reaction SMILES: [CH2:1]([Sn:5](=O)[CH2:6][CH2:7][CH2:8][CH3:9])[CH2:2][CH2:3][CH3:4].[C:11]([O:19]C(=O)C1C=CC=CC=1)(=[O:18])[C:12]1[CH:17]=[CH:16][CH:15]=[CH:14][CH:13]=1>>[C:11]([O-:19])(=[O:18])[C:12]1[CH:17]=[CH:16][CH:15]=[CH:14][CH:13]=1.[CH2:1]([Sn+2:5][CH2:6][CH2:7][CH2:8][CH3:9])[CH2:2][CH2:3][CH3:4].[C:11]([O-:19])(=[O:18])[C:12]1[CH:17]=[CH:16][CH:15]=[CH:14][CH:13]=1 |f:2.3.4|. Procedure details: A 49.74 g. (0.2 mole) portion of dibutyltin oxide and 22.62 g. (0.1 mole) of benzoic anhydride were intimately mixed in a Waring® Blender for 1 minute. A reaction initiated almost immediately, as demonstrated by infra-red spectroscopy. After standing at ambient temperature for about three weeks, the reaction appeared to be complete. Infra-red spectroscopic analysis of the product demonstrated that virtually all the original anhydride had been consumed, as demonstrated by the disappearance of abs...